Dataset: the Open Reaction Database (ORD), a public repository of structured organic reaction records. Task: describe an organic reaction: reactants, conditions, products, and yield Reactants: N1C=C(C2=CC=CC=C12)\C=C\1/OC2=C(C1=O)C=CC(=C2)O ((Z)-2-[(1H-indol-3-yl)methylene]-6-hydroxybenzofuran-3(2H)-one), N1CCSCC1 (thiomorpholine), C=O (formaldehyde). Run in C(C)O (ethanol). Conditions: temperature 80 celsius, time 8 hour. Yields the product N1C=C(C2=CC=CC=C12)\C=C\1/OC2=C(C1=O)C=CC(=C2CN2CCSCC2)O ((Z)-2-[(1H-indol-3-yl)methylene]-6-hydroxy-7-(thiomorpholinomethyl)benzofuran-3(2H)-one). Isolated yield 43.9%. Reaction SMILES: [NH:1]1[C:9]2[C:4](=[CH:5][CH:6]=[CH:7][CH:8]=2)[C:3](/[CH:10]=[C:11]2\[O:12][C:13]3[CH:20]=[C:19]([OH:21])[CH:18]=[CH:17][C:14]=3[C:15]\2=[O:16])=[CH:2]1.[NH:22]1[CH2:27][CH2:26][S:25][CH2:24][CH2:23]1.[CH2:28]=O>C(O)C>[NH:1]1[C:9]2[C:4](=[CH:5][CH:6]=[CH:7][CH:8]=2)[C:3](/[CH:10]=[C:11]2\[O:12][C:13]3[C:20]([CH2:28][N:22]4[CH2:27][CH2:26][S:25][CH2:24][CH2:23]4)=[C:19]([OH:21])[CH:18]=[CH:17][C:14]=3[C:15]\2=[O:16])=[CH:2]1. Procedure: A solution of (Z)-2-[(1H-indol-3-yl)methylene]-6-hydroxybenzofuran-3(2H)-one (0.050 g, 0.18 mmol) obtained in Example A1, Step 1 in ethanol (2.0 mL) was added with thiomorpholine (0.023 g, 0.22 mmol), and 37% aqueous formaldehyde (0.020 g, 0.24 mmol), and the mixture was stirred overnight at 80° C. in a sealed tube. The solvent was evaporated under reduced pressure, and then the residue was subjected to silica gel column chromatography (aminopropyl silica was used, eluted with chloroform/methano... Reactants: O=C(NCCC1CC1)c1ccc(N2CCNCC2)nn1, O=C(O)c1ccoc1C(F)(F)F. Yields the product O=C(NCCC1CC1)c1ccc(N2CCN(C(=O)c3ccoc3C(F)(F)F)CC2)nn1. As a reaction SMILES: [CH:13]1([CH2:16][CH2:17][NH:18][C:19](=[O:20])[c:21]2[n:22][n:23][c:24]([N:27]3[CH2:28][CH2:29][NH:30][CH2:31][CH2:32]3)[cH:25][cH:26]2)[CH2:14][CH2:15]1.[F:1][C:2]([c:3]1[o:4][cH:5][cH:6][c:7]1[C:8](=[O:9])[OH:10])([F:11])[F:12]>>[F:1][C:2]([c:3]1[o:4][cH:5][cH:6][c:7]1[C:8](=[O:10])[N:30]1[CH2:29][CH2:28][N:27]([c:24]2[n:23][n:22][c:21]([C:19]([NH:18][CH2:17][CH2:16][CH:13]3[CH2:14][CH2:15]3)=[O:20])[cH:26][cH:25]2)[CH2:32][CH2:31]1)([F:11])[F:12]. Starting materials: NC1CCOc2cc(C(F)(F)F)ccc21, O=C=Nc1cccc2cnccc12. Yields the product O=C(Nc1cccc2cnccc12)NC1CCOc2cc(C(F)(F)F)ccc21. RXN SMILES: [F:14][C:15]([c:16]1[cH:17][cH:18][c:19]2[c:24]([cH:25]1)[O:23][CH2:22][CH2:21][CH:20]2[NH2:26])([F:27])[F:28].[N:1](=[C:2]=[O:3])[c:4]1[c:5]2[cH:6][cH:7][n:8][cH:9][c:10]2[cH:11][cH:12][cH:13]1>>[NH:1]([C:2](=[O:3])[NH:26][CH:20]1[c:19]2[cH:18][cH:17][c:16]([C:15]([F:14])([F:27])[F:28])[cH:25][c:24]2[O:23][CH2:22][CH2:21]1)[c:4]1[c:5]2[cH:6][cH:7][n:8][cH:9][c:10]2[cH:11][cH:12][cH:13]1. The product is COC(=O)c1c(-c2ccc(CO)cc2)c2cc(Cl)ccc2c(=O)n1Cc1ccccc1. Reactants: [BH4-], C1CCOC1, COC(=O)c1c(-c2ccc(C=O)cc2)c2cc(Cl)ccc2c(=O)n1Cc1ccccc1, CO, [Na+]. RXN SMILES: [BH4-:34].[CH2:36]1[O:37][CH2:38][CH2:39][CH2:40]1.[CH3:1][O:2][C:3](=[O:4])[c:5]1[n:6]([CH2:25][c:26]2[cH:27][cH:28][cH:29][cH:30][cH:31]2)[c:7](=[O:24])[c:8]2[cH:9][cH:10][c:11]([Cl:23])[cH:12][c:13]2[c:14]1-[c:15]1[cH:16][cH:17][c:18]([CH:21]=[O:22])[cH:19][cH:20]1.[CH3:32][OH:33].[Na+:35]>>[CH3:1][O:2][C:3](=[O:4])[c:5]1[n:6]([CH2:25][c:26]2[cH:27][cH:28][cH:29][cH:30][cH:31]2)[c:7](=[O:24])[c:8]2[cH:9][cH:10][c:11]([Cl:23])[cH:12][c:13]2[c:14]1-[c:15]1[cH:16][cH:17][c:18]([CH2:21][OH:22])[cH:19][cH:20]1. Starting materials: CC1c2ccccc2Sc2ccc(Br)cc2C1(C)O, O=S(=O)(O)O. The product is CC1=C(C)c2cc(Br)ccc2Sc2ccccc21. RXN SMILES: [Br:1][c:2]1[cH:3][c:4]2[c:5]([cH:18][cH:19]1)[S:6][c:7]1[c:8]([cH:14][cH:15][cH:16][cH:17]1)[CH:9]([CH3:13])[C:10]2([OH:11])[CH3:12].[S:20](=[O:21])(=[O:22])([OH:23])[OH:24]>>[Br:1][c:2]1[cH:3][c:4]2[c:5]([cH:18][cH:19]1)[S:6][c:7]1[c:8]([cH:14][cH:15][cH:16][cH:17]1)[C:9]([CH3:13])=[C:10]2[CH3:12]. Starting materials: C(C1=CC=CC=C1)OC[C@H]1NS(CC1)(=O)=O ((S)-3-benzyloxymethylisothiazolidine 1,1-dioxide), C1(CC1)C=1C=C(C(=NC1)N1CCN(CC1)C(=O)C1=CC=C(C=C1)I)C ([4-(5-cyclopropyl-3-methylpyridin-2-yl)piperazin-1-yl](4-iodophenyl)methanone). Yields the product C1(CC1)C=1C=C(C(=NC1)N1CCN(CC1)C(=O)C1=CC=C(C=C1)N1S(CC[C@H]1CO)(=O)=O)C ((S)-[4-(5-cyclopropyl-3-methylpyridin-2-yl)piperazin-1-yl][4-(3-hydroxymethyl-1,1-dioxo-1λ6-isothiazolidin-2-yl)phenyl]methanone). The yield is 37.9%. RXN SMILES: C([O:8][CH2:9][C@@H:10]1[CH2:14][CH2:13][S:12](=[O:16])(=[O:15])[NH:11]1)C1C=CC=CC=1.[CH:17]1([C:20]2[CH:21]=[C:22]([CH3:41])[C:23]([N:26]3[CH2:31][CH2:30][N:29]([C:32]([C:34]4[CH:39]=[CH:38][C:37](I)=[CH:36][CH:35]=4)=[O:33])[CH2:28][CH2:27]3)=[N:24][CH:25]=2)[CH2:19][CH2:18]1>>[CH:17]1([C:20]2[CH:21]=[C:22]([CH3:41])[C:23]([N:26]3[CH2:31][CH2:30][N:29]([C:32]([C:34]4[CH:39]=[CH:38][C:37]([N:11]5[C@H:10]([CH2:9][OH:8])[CH2:14][CH2:13][S:12]5(=[O:15])=[O:16])=[CH:36][CH:35]=4)=[O:33])[CH2:28][CH2:27]3)=[N:24][CH:25]=2)[CH2:18][CH2:19]1. Procedure: Using (S)-3-benzyloxymethylisothiazolidine 1,1-dioxide (241 mg) described in Preparation Example 1 and [4-(5-cyclopropyl-3-methylpyridin-2-yl)piperazin-1-yl](4-iodophenyl)methanone (447 mg) described in Preparation Example 117 and by the reaction and treatment in the same manner as in Example 32, the title compound (178 mg) was obtained. The reactants are [Mg] (magnesium), ClC1=C(CBr)C(=CC=C1)Cl (2,6-dichlorobenzylbromide), S(O)(O)(=O)=O (sulfuric acid), N1(CCCCC1)NC(C(OCC)OCC)=O (diethyoxyacetic acid piperidinyl amide). Solvent: C(C)OCC (diethyl ether), C(C)OCC (diethyl ether), C(C)OCC (diethyl ether). Product: C(C)OC(C=O)(CC1=C(C=CC=C1Cl)Cl)OCC (2,6-Dichlorobenzylglyoxal diethyl acetal). RXN SMILES: [Mg].[Cl:2][C:3]1[CH:10]=[CH:9][CH:8]=[C:7]([Cl:11])[C:4]=1[CH2:5]Br.N1(N[C:19](=[O:27])[CH:20]([O:24][CH2:25][CH3:26])[O:21][CH2:22][CH3:23])CCCCC1.S(=O)(=O)(O)O>C(OCC)C>[CH2:22]([O:21][C:20]([O:24][CH2:25][CH3:26])([CH2:5][C:4]1[C:3]([Cl:2])=[CH:10][CH:9]=[CH:8][C:7]=1[Cl:11])[CH:19]=[O:27])[CH3:23]. Reported procedure: 2.4 g of magnesium turnings are covered with 100 ml of dry diethyl ether. To that mixture is then added dropwise a solution of 24 g of 2,6-dichlorobenzylbromide in 50 ml of dry diethyl ether at such a rate that a smooth reaction is maintained. After the addition is complete, the reaction mixture is refluxed for one additional hour, then is cooled to room temperature. The reaction mixture is then added dropwise, over a period of 2 hours, to a cooled (0°-5° C.) solution of diethyoxyacetic acid pip... Starting materials: CNN (Methylhydrazine), CSC(=CC(=O)C1=C(C=C(C=C1Cl)C(F)(F)F)Cl)SC (3,3-bis[methylthio]-1-(2,6-dichloro-4-trifluoromethylphenyl)-2-propen-1-one). Run in C(C)O (ethanol). Yields the product ClC1=C(C(=CC(=C1)C(F)(F)F)Cl)C1=CC(=NN1C)SC (5-(2,6-dichloro-4-trifluoromethylphenyl)-1-methyl-3-methylthiopyrazole), oil. Yield: 28.5%. RXN SMILES: [CH3:1][NH:2][NH2:3].[CH3:4][S:5][C:6](SC)=[CH:7][C:8]([C:10]1[C:15]([Cl:16])=[CH:14][C:13]([C:17]([F:20])([F:19])[F:18])=[CH:12][C:11]=1[Cl:21])=O>C(O)C>[Cl:21][C:11]1[CH:12]=[C:13]([C:17]([F:20])([F:19])[F:18])[CH:14]=[C:15]([Cl:16])[C:10]=1[C:8]1[N:2]([CH3:1])[N:3]=[C:6]([S:5][CH3:4])[CH:7]=1. Procedure details: Methylhydrazine (1.9 g) was added dropwise to a solution of 5.0 g of 3,3-bis[methylthio]-1-(2,6-dichloro-4-trifluoromethylphenyl)-2-propen-1-one (22) in 50 ml of ethanol at room temperature, followed by refluxing for 3 hours. The solvent was distilled off under reduced pressure to obtain a residue, which was purified by column chromatography on silica gel, giving 1.6 g of the desired compound in the form of a brown oil (yield 28.5%).